Dataset: the Open Reaction Database (ORD), a public repository of structured organic reaction records. Task: describe an organic reaction: reactants, conditions, products, and yield Reported procedure: 0.6 ml of hydrazine monohydrate was added to a solution of 815 mg of t-butyl α-{6(R)-[1(S)-t-butoxycarbonyl-5-phthalimidopentylamino]-5-oxo-2(S)-(2-thienyl)perhydro-1,4-thiazepin-4-yl}acetate (prepared as described in Example 1) dissolved in a mixture of 3 ml of methylene chloride and 3 ml of ethanol, whilst ice-cooling, and the mixture was stirred at room temperature for 4 days. At the end of this time, the precipitate which appeared in the reaction mixture was filtered off and the filtrate was... Conditions: time 4 day. The yield is 46.2%. Run in C(Cl)Cl (methylene chloride), C(C)O (ethanol). Yields the product NCCCC[C@@H](C(=O)OC(C)(C)C)N[C@@H]1C(N(C[C@H](SC1)C=1SC=CC1)CC(=O)OC(C)(C)C)=O (t-Butyl α-{6(R)-[5-amino-1(S)-t-butoxycarbonylpentylamino]-5-oxo-2(S)-(2-thienyl)perhydro-1,4-thiazepin-4-yl}acetate). Starting materials: O.NN (hydrazine monohydrate), C(C)(C)(C)OC(=O)[C@H](CCCCN1C(C=2C(C1=O)=CC=CC2)=O)N[C@@H]2C(N(C[C@H](SC2)C=2SC=CC2)CC(=O)OC(C)(C)C)=O (t-butyl α-{6(R)-[1(S)-t-butoxycarbonyl-5-phthalimidopentylamino]-5-oxo-2(S)-(2-thienyl)perhydro-1,4-thiazepin-4-yl}acetate). Reaction SMILES: O.NN.[C:4]([O:8][C:9]([C@@H:11]([NH:27][C@H:28]1[CH2:34][S:33][C@H:32]([C:35]2[S:36][CH:37]=[CH:38][CH:39]=2)[CH2:31][N:30]([CH2:40][C:41]([O:43][C:44]([CH3:47])([CH3:46])[CH3:45])=[O:42])[C:29]1=[O:48])[CH2:12][CH2:13][CH2:14][CH2:15][N:16]1C(=O)C2=CC=CC=C2C1=O)=[O:10])([CH3:7])([CH3:6])[CH3:5]>C(Cl)Cl.C(O)C>[NH2:16][CH2:15][CH2:14][CH2:13][CH2:12][C@H:11]([NH:27][C@H:28]1[CH2:34][S:33][C@H:32]([C:35]2[S:36][CH:37]=[CH:38][CH:39]=2)[CH2:31][N:30]([CH2:40][C:41]([O:43][C:44]([CH3:47])([CH3:46])[CH3:45])=[O:42])[C:29]1=[O:48])[C:9]([O:8][C:4]([CH3:6])([CH3:5])[CH3:7])=[O:10] |f:0.1|. The reactants are N(O)=C1SCC(N(C1C)CCCC)=O (2-oximino-3-methyl-4-butyltetrahydro-1,4-thiazin-5-one), CN=C=O (methyl isocyanate). Run in C(C)N(CC)CC (triethylamine). Yields the product CNC(=O)ON=C1SCC(N(C1C)CCCC)=O (2-[O-(methylcarbamoyl)oximino]-3-methyl-4-butyltetrahydro-1,4-thiazin-5-one). RXN SMILES: [N:1](=[C:3]1[CH:8]([CH3:9])[N:7]([CH2:10][CH2:11][CH2:12][CH3:13])[C:6](=[O:14])[CH2:5][S:4]1)[OH:2].[CH3:15][N:16]=[C:17]=[O:18]>C(N(CC)CC)C>[CH3:15][NH:16][C:17]([O:2][N:1]=[C:3]1[CH:8]([CH3:9])[N:7]([CH2:10][CH2:11][CH2:12][CH3:13])[C:6](=[O:14])[CH2:5][S:4]1)=[O:18]. Reported procedure: Utilizing the procedure of Example V, 2-oximino-3-methyl-4-butyltetrahydro-1,4-thiazin-5-one was reacted with methyl isocyanate in the presence of triethylamine to yield 7.0 of 2-[O-(methylcarbamoyl)oximino]-3-methyl-4-butyltetrahydro-1,4-thiazin-5-one, m.p. 118°-120° C. An nmr spectrum supported the proposed structure. The reactants are CCOC(C)=O, CC(Oc1ccc2c(n1)OCCN(C(=O)OC(C)(C)C)C2)C1CCCCC1, Cl. Yields the product CC(Oc1ccc2c(n1)OCCNC2)C1CCCCC1, Cl. RXN SMILES: [C:28]([O:29][CH2:30][CH3:31])(=[O:32])[CH3:33].[CH:1]1([CH:7]([CH3:8])[O:9][c:10]2[cH:11][cH:12][c:13]3[c:19]([n:20]2)[O:18][CH2:17][CH2:16][N:15]([C:21]([O:22][C:23]([CH3:24])([CH3:25])[CH3:26])=[O:27])[CH2:14]3)[CH2:2][CH2:3][CH2:4][CH2:5][CH2:6]1.[ClH:34]>>[CH:1]1([CH:7]([CH3:8])[O:9][c:10]2[cH:11][cH:12][c:13]3[c:19]([n:20]2)[O:18][CH2:17][CH2:16][NH:15][CH2:14]3)[CH2:2][CH2:3][CH2:4][CH2:5][CH2:6]1.[ClH:34].